Task: describe an organic reaction: reactants, conditions, products, and yield. Dataset: the Open Reaction Database (ORD), a public repository of structured organic reaction records The reactants are C(C)(C)(C)O[C@H](C(=O)OCC)C=1C(=NC=2N(C1C=1C(=C3CCCOC3=C(C1)F)C)N=C(C2)NC(=O)OCC[Si](C)(C)C)C ((2S)-ethyl 2-tert-butoxy-2-(7-(8-fluoro-5-methylchroman-6-yl)-5-methyl-2-((2-(trimethylsilyl)ethoxy)carbonylamino)pyrazolo[1,5-a]pyrimidin-6-yl)acetate), CCCC[N+](CCCC)(CCCC)CCCC.[F-] (TBAF). The solvent is C1CCOC1 (THF). Conditions: time 3 hour. The product is NC1=NN2C(N=C(C(=C2C=2C(=C3CCCOC3=C(C2)F)C)[C@@H](C(=O)OCC)OC(C)(C)C)C)=C1 ((2S)-ethyl 2-(2-amino-7-(8-fluoro-5-methylchroman-6-yl)-5-methylpyrazolo[1,5-a]pyrimidin-6-yl)-2-(tert-butoxy)acetate). Isolated yield 85.2%. RXN SMILES: [C:1]([O:5][C@@H:6]([C:12]1[C:13]([CH3:43])=[N:14][C:15]2[N:16]([N:30]=[C:31]([NH:33]C(OCC[Si](C)(C)C)=O)[CH:32]=2)[C:17]=1[C:18]1[C:19]([CH3:29])=[C:20]2[C:25](=[C:26]([F:28])[CH:27]=1)[O:24][CH2:23][CH2:22][CH2:21]2)[C:7]([O:9][CH2:10][CH3:11])=[O:8])([CH3:4])([CH3:3])[CH3:2].CCCC[N+](CCCC)(CCCC)CCCC.[F-]>C1COCC1>[NH2:33][C:31]1[CH:32]=[C:15]2[N:14]=[C:13]([CH3:43])[C:12]([C@H:6]([O:5][C:1]([CH3:3])([CH3:2])[CH3:4])[C:7]([O:9][CH2:10][CH3:11])=[O:8])=[C:17]([C:18]3[C:19]([CH3:29])=[C:20]4[C:25](=[C:26]([F:28])[CH:27]=3)[O:24][CH2:23][CH2:22][CH2:21]4)[N:16]2[N:30]=1 |f:1.2|. Procedure details: A mixture of (2S)-ethyl 2-tert-butoxy-2-(7-(8-fluoro-5-methylchroman-6-yl)-5-methyl-2-((2-(trimethylsilyl)ethoxy)carbonylamino)pyrazolo[1,5-a]pyrimidin-6-yl)acetate (2.3 g, 3.74 mmol), 1M TBAF (4.49 mL, 4.49 mmol) in THF (20 mL) was stirred at rt for 3 h. It was then concentrated, diluted with water, and extracted with EtOAc. The organic phase was washed with water, dried over MgSO4, filtered and concentrated to yield 1.5 g (85%) of (2S)-ethyl 2-(2-amino-7-(8-fluoro-5-methylchroman-6-yl)-5-methy... The product is CC[Si](CC)(CC)OC(c1ccc2c(c1)c(I)cn2Cc1ccccc1)(C(F)(F)F)C(F)(F)F. As a reaction SMILES: [CH2:1]([c:2]1[cH:3][cH:4][cH:5][cH:6][cH:7]1)[n:8]1[cH:9][cH:10][c:11]2[cH:12][c:13]([C:17]([C:18]([F:19])([F:20])[F:21])([C:22]([F:23])([F:24])[F:25])[O:26][Si:27]([CH2:28][CH3:29])([CH2:30][CH3:31])[CH2:32][CH3:33])[cH:14][cH:15][c:16]12.[CH3:44][CH2:45][O:46][CH2:47][CH3:48].[Cl-:42].[NH4+:43].[O:34]=[C:35]1[N:36]([I:41])[C:37](=[O:38])[CH2:39][CH2:40]1.[O:49]=[CH:50][N:51]([CH3:52])[CH3:53]>>[CH2:1]([c:2]1[cH:3][cH:4][cH:5][cH:6][cH:7]1)[n:8]1[cH:9][c:10]([I:41])[c:11]2[cH:12][c:13]([C:17]([C:18]([F:19])([F:20])[F:21])([C:22]([F:23])([F:24])[F:25])[O:26][Si:27]([CH2:28][CH3:29])([CH2:30][CH3:31])[CH2:32][CH3:33])[cH:14][cH:15][c:16]12. Reactants: CC[Si](CC)(CC)OC(c1ccc2c(ccn2Cc2ccccc2)c1)(C(F)(F)F)C(F)(F)F, CCOCC, [Cl-], [NH4+], O=C1CCC(=O)N1I, CN(C)C=O. Reactants: CN(C)S(=O)(=O)c1ccc(N)cc1, CC(C)NC(=N)NC#N, CC(C)O, Cl. The product is CC(C)NC(=N)NC(=N)Nc1ccc(S(=O)(=O)N(C)C)cc1. Reaction SMILES: [CH3:1][N:2]([S:3](=[O:4])(=[O:5])[c:6]1[cH:7][cH:8][c:9]([NH2:10])[cH:11][cH:12]1)[CH3:13].[CH:15]([CH3:16])([CH3:17])[NH:18][C:19](=[NH:20])[NH:21][C:22]#[N:23].[CH:24]([OH:25])([CH3:26])[CH3:27].[ClH:14]>>[CH3:1][N:2]([S:3](=[O:4])(=[O:5])[c:6]1[cH:7][cH:8][c:9]([NH:10][C:22]([NH:21][C:19]([NH:18][CH:15]([CH3:16])[CH3:17])=[NH:20])=[NH:23])[cH:11][cH:12]1)[CH3:13]. The reactants are C1(=CC=CC=C1)C(N1CCN(CC1)CC1=CC2=C(NC(=N2)COC(C2=CC=CC=C2)=O)C=C1)C1=CC=CC=C1 ({5-[4-(diphenylmethyl)-1-piperazinylmethyl]-1H-benzimidazol-2-ylmethyl}benzoate), [OH-].[Na+] (sodium hydroxide). The solvent is CO (methanol). The product is C1(=CC=CC=C1)C(N1CCN(CC1)CC1=CC2=C(NC(=N2)CO)C=C1)C1=CC=CC=C1 (5-[4-(diphenylmethyl)-1-piperazinylmethyl]-1H-benzimidazole-2-methanol). Isolated yield 57.0%. RXN SMILES: [C:1]1([CH:7]([C:34]2[CH:39]=[CH:38][CH:37]=[CH:36][CH:35]=2)[N:8]2[CH2:13][CH2:12][N:11]([CH2:14][C:15]3[CH:33]=[CH:32][C:18]4[NH:19][C:20]([CH2:22][O:23]C(=O)C5C=CC=CC=5)=[N:21][C:17]=4[CH:16]=3)[CH2:10][CH2:9]2)[CH:6]=[CH:5][CH:4]=[CH:3][CH:2]=1.[OH-].[Na+]>CO>[C:34]1([CH:7]([C:1]2[CH:6]=[CH:5][CH:4]=[CH:3][CH:2]=2)[N:8]2[CH2:13][CH2:12][N:11]([CH2:14][C:15]3[CH:33]=[CH:32][C:18]4[NH:19][C:20]([CH2:22][OH:23])=[N:21][C:17]=4[CH:16]=3)[CH2:10][CH2:9]2)[CH:39]=[CH:38][CH:37]=[CH:36][CH:35]=1 |f:1.2|. Procedure: To a stirred mixture of 8.8 parts of {5-[4-(diphenylmethyl)-1-piperazinylmethyl]-1H-benzimidazol-2-ylmethyl}benzoate and 120 parts of methanol are added 13.5 parts of sodium hydroxide solution 50% and the whole is stirred and refluxed for 30 minutes. The reaction mixture is evaporated and the residue is stirred in water. The product is extracted with dichloromethane. The extract is dried, filtered and evaporated. The residue is purified by column-chromatography over silica gel using a mixture of... Starting materials: C(C1=CC=CC=C1)(C1=CC=CC=C1)N1CC(C1)(O)C (1-benzhydryl-3-methyl-azetidin-3-ol), BrC=1C=CC(=C(C1)O)OCC1=CC(=CC=C1)Cl (5-bromo-2-(3-chloro-benzyloxy)-phenol), C(#N)C=P(CCCC)(CCCC)CCCC (cyanomethylenetri-n-butylphosphorane). Run in C1(=CC=CC=C1)C (toluene). Run at temperature 150 celsius. The product is C(C1=CC=CC=C1)(C1=CC=CC=C1)N1CC(C1)(C)OC1=C(C=CC(=C1)Br)OCC1=CC(=CC=C1)Cl (1-benzhydryl-3-[5-bromo-2-(3-chloro-benzyloxy)-phenoxy]-3-methyl-azetidine). Isolated yield 43.7%. RXN SMILES: [CH:1]([N:14]1[CH2:17][C:16]([CH3:19])([OH:18])[CH2:15]1)([C:8]1[CH:13]=[CH:12][CH:11]=[CH:10][CH:9]=1)[C:2]1[CH:7]=[CH:6][CH:5]=[CH:4][CH:3]=1.[Br:20][C:21]1[CH:22]=[CH:23][C:24]([O:28][CH2:29][C:30]2[CH:35]=[CH:34][CH:33]=[C:32]([Cl:36])[CH:31]=2)=[C:25](O)[CH:26]=1.C(C=P(CCCC)(CCCC)CCCC)#N>C1(C)C=CC=CC=1>[CH:1]([N:14]1[CH2:17][C:16]([O:18][C:23]2[CH:22]=[C:21]([Br:20])[CH:26]=[CH:25][C:24]=2[O:28][CH2:29][C:30]2[CH:35]=[CH:34][CH:33]=[C:32]([Cl:36])[CH:31]=2)([CH3:19])[CH2:15]1)([C:8]1[CH:13]=[CH:12][CH:11]=[CH:10][CH:9]=1)[C:2]1[CH:3]=[CH:4][CH:5]=[CH:6][CH:7]=1. Reported procedure: The mixture of the title compound from Step A (0.5 mmol), 5-bromo-2-(3-chloro-benzyloxy)-phenol (0.5 mmol), and cyanomethylenetri-n-butylphosphorane (0.5 mmol) in toluene (3 mL) was heated at 150° C. in a microwave reactor for 1 h. The mixture was cooled to rt and purified via PTLC providing the title compound (120 mg). MS (ESI): mass calcd. for C30H27BrClNO2, 547.1; m/z found, 548.0 [M+H]+. The reactants are CC1=C(C=CC(=C1)C)C1=C(N(C(C2=CC=CC=C12)=O)C)C(C(=O)O)CC=C (2-(4-(2,4-dimethylphenyl)-2-methyl-1-oxo-1,2-dihydroisoquinolin-3-yl)pent-4-enoic acid). The reagents and catalysts are [Pt](=O)=O (platinum(IV) oxide). Run in C(C)(=O)OCC (ethyl acetate). Conditions: time 1 hour. Product: CC1=C(C=CC(=C1)C)C1=C(N(C(C2=CC=CC=C12)=O)C)C(C(=O)O)CCC (2-[4-(2,4-dimethylphenyl)-2-methyl-1-oxo-1,2-dihydro-3-isoquinolinyl]pentanoic acid). Yield: 52.7%. As a reaction SMILES: [CH3:1][C:2]1[CH:7]=[C:6]([CH3:8])[CH:5]=[CH:4][C:3]=1[C:9]1[C:18]2[C:13](=[CH:14][CH:15]=[CH:16][CH:17]=2)[C:12](=[O:19])[N:11]([CH3:20])[C:10]=1[CH:21]([CH2:25][CH:26]=[CH2:27])[C:22]([OH:24])=[O:23]>C(OCC)(=O)C.[Pt](=O)=O>[CH3:1][C:2]1[CH:7]=[C:6]([CH3:8])[CH:5]=[CH:4][C:3]=1[C:9]1[C:18]2[C:13](=[CH:14][CH:15]=[CH:16][CH:17]=2)[C:12](=[O:19])[N:11]([CH3:20])[C:10]=1[CH:21]([CH2:25][CH2:26][CH3:27])[C:22]([OH:24])=[O:23]. Procedure: A solution of 2-(4-(2,4-dimethylphenyl)-2-methyl-1-oxo-1,2-dihydroisoquinolin-3-yl)pent-4-enoic acid (69 mg, 0.162 mmol,) in ethyl acetate (2 mL) was treated with platinum(IV) oxide (8.12 mg, 0.036 mmol) and the mixture was stirred at room temperature under an atmosphere of H2 for 1 hour. The mixture was filtered and the filtrate was purified by reverse phase hplc afford the title compound (31 mg, 52%). 1H NMR (400 MHz, CHLOROFORM-d) δ ppm 8.45-8.52 (m, 1 H) 7.43-7.54 (m, 2 H) 7.07-7.23 (m, 2 H)... RXN SMILES: [CH2:1]([C:2]#[CH:3])[OH:4].[CH3:25][CH2:26][CH2:27][CH2:28][CH2:29][CH3:30].[Cl:10][CH2:11][C:12]#[C:13][CH2:14][C:15]#[C:16][CH2:17][CH2:18][CH2:19][CH2:20][CH2:21][CH2:22][CH2:23][CH3:24].[Cu:5]([C:6]#[N:7])[C:8]#[N:9]>>[CH2:1]([C:2]#[C:3][CH2:11][C:12]#[C:13][CH2:14][C:15]#[C:16][CH2:17][CH2:18][CH2:19][CH2:20][CH2:21][CH2:22][CH2:23][CH3:24])[OH:4]. Product: CCCCCCCCC#CCC#CCC#CCO. Starting materials: C#CCO, CCCCCC, CCCCCCCCC#CCC#CCCl, N#C[Cu]C#N. Reactants: [N+](=O)([O-])C1=CC=C(C=C1)S(=O)(=O)N1CCN(CC1)C1=NC=CC=C1 (1-[(p-nitrophenyl)sulfonyl]-4-(2-pyridinyl)piperazine), [H][H] (hydrogen). The reagents and catalysts are [Pd] (palladium on charcoal). Solvent: C(C)O (ethanol). The product is NC1=CC=C(C=C1)S(=O)(=O)N1CCN(CC1)C1=NC=CC=C1 (1-[(p-aminophenyl)sulfonyl]-4-(2-pyridinyl)piperazine). The yield is 81.3%. As a reaction SMILES: [N+:1]([C:4]1[CH:9]=[CH:8][C:7]([S:10]([N:13]2[CH2:18][CH2:17][N:16]([C:19]3[CH:24]=[CH:23][CH:22]=[CH:21][N:20]=3)[CH2:15][CH2:14]2)(=[O:12])=[O:11])=[CH:6][CH:5]=1)([O-])=O.[H][H]>[Pd].C(O)C>[NH2:1][C:4]1[CH:9]=[CH:8][C:7]([S:10]([N:13]2[CH2:18][CH2:17][N:16]([C:19]3[CH:24]=[CH:23][CH:22]=[CH:21][N:20]=3)[CH2:15][CH2:14]2)(=[O:12])=[O:11])=[CH:6][CH:5]=1. Reported procedure: A mixture of 10.62 g (0.0305 m) of 1-[(p-nitrophenyl)sulfonyl]-4-(2-pyridinyl)piperazine, 1.5 g of 5% palladium on charcoal, and 150 ml of absolute ethanol is shaken under hydrogen on a Parr hydrogenator. After the theoretical amount of hydrogen has been taken up, the catalyst is filtered off and the filtrate is taken to dryness. The product, 1-[(p-aminophenyl)sulfonyl]-4-(2-pyridinyl)piperazine, is crystallized from methanol/methylene chloride to give 7.89 g (81%) of 1-[(p-aminophenyl)sulfonyl]...